This data is from the Open Reaction Database (ORD), a public repository of structured organic reaction records. The task is: describe an organic reaction: reactants, conditions, products, and yield Starting materials: C1CCOC1, C(=NC1CCCCC1)=NC1CCCCC1, O=[N+]([O-])c1cnc(OC2CCNCC2)c2ccccc12, O=C(O)c1ccccc1F, On1nnc2ccccc21. Product: O=C(c1ccccc1F)N1CCC(Oc2ncc([N+](=O)[O-])c3ccccc23)CC1. Reaction SMILES: [CH2:56]1[O:57][CH2:58][CH2:59][CH2:60]1.[CH:31]1([N:32]=[C:33]=[N:34][CH:35]2[CH2:36][CH2:37][CH2:38][CH2:39][CH2:40]2)[CH2:41][CH2:42][CH2:43][CH2:44][CH2:45]1.[N+:1](=[O:2])([O-:3])[c:4]1[cH:5][n:6][c:7]([O:14][CH:15]2[CH2:16][CH2:17][NH:18][CH2:19][CH2:20]2)[c:8]2[cH:9][cH:10][cH:11][cH:12][c:13]12.[OH:21][C:22](=[O:23])[c:24]1[cH:25][cH:26][cH:27][cH:28][c:29]1[F:30].[OH:46][n:47]1[c:48]2[c:49]([cH:50][cH:51][cH:52][cH:53]2)[n:54][n:55]1>>[N+:1](=[O:2])([O-:3])[c:4]1[cH:5][n:6][c:7]([O:14][CH:15]2[CH2:16][CH2:17][N:18]([C:22](=[O:21])[c:24]3[cH:25][cH:26][cH:27][cH:28][c:29]3[F:30])[CH2:19][CH2:20]2)[c:8]2[cH:9][cH:10][cH:11][cH:12][c:13]12.